The task is: describe an organic reaction: reactants, conditions, products, and yield. This data is from the Open Reaction Database (ORD), a public repository of structured organic reaction records. Reactants: CN(C)c1ccc2c(c1)sc1cc(C(=O)O)ccc12, O=C(Cl)C(=O)Cl, [K], c1ccccc1. Product: CN(C)c1ccc2c(c1)sc1cc(C(=O)Cl)ccc12. RXN SMILES: [CH3:2][N:3]([c:4]1[cH:5][c:6]2[c:7]([c:8]3[c:9]([s:10]2)[cH:11][c:12]([C:15](=[O:16])[OH:17])[cH:13][cH:14]3)[cH:18][cH:19]1)[CH3:20].[Cl:21][C:22]([C:23]([Cl:24])=[O:25])=[O:26].[K:1].[cH:27]1[cH:28][cH:29][cH:30][cH:31][cH:32]1>>[CH3:2][N:3]([c:4]1[cH:5][c:6]2[c:7]([c:8]3[c:9]([s:10]2)[cH:11][c:12]([C:15](=[O:16])[Cl:21])[cH:13][cH:14]3)[cH:18][cH:19]1)[CH3:20]. Reactants: CC(CC(C)=O)=O (pentane-2,4-dione), [N+](=O)([O-])C1=CC=C(C=O)C=C1 (4-nitrobenzaldehyde), N1CCCCC1 (piperidine), CC(=O)O (HOAc). The solvent is C(C)(C)O (isopropanol). Conditions: time 18 hour. Product: [N+](=O)([O-])C1=CC=C(C=C1)C=C(C(C)=O)C(C)=O (3-(4-Nitrophenyl)methylenepentane-2,4-dione). Isolated yield 60.7%. RXN SMILES: [CH3:1][C:2](=[O:7])[CH2:3][C:4](=[O:6])[CH3:5].[N+:8]([C:11]1[CH:18]=[CH:17][C:14]([CH:15]=O)=[CH:13][CH:12]=1)([O-:10])=[O:9].N1CCCCC1.CC(O)=O>C(O)(C)C>[N+:8]([C:11]1[CH:18]=[CH:17][C:14]([CH:15]=[C:3]([C:2](=[O:7])[CH3:1])[C:4](=[O:6])[CH3:5])=[CH:13][CH:12]=1)([O-:10])=[O:9]. Procedure details: A mixture of pentane-2,4-dione (20.0 g, 200 mmol), 4-nitrobenzaldehyde (30.2 g, 200 mmol), piperidine (1.70 g, 20.0 mmol), and HOAc (1.20 g, 20.0 mmol) in 500 mL of isopropanol were heated with a heat gun until a homogeneous solution resulted. The reaction mixture was then stirred at room temperature for 18 hours. The precipitated solids were filtered, sequentially washed with isopropanol and ether, and air dried to give 28.3 g of the title compound. The filtrate also yielded 5.10 g of 3-(4-nitr...